From a dataset of the Open Reaction Database (ORD), a public repository of structured organic reaction records. describe an organic reaction: reactants, conditions, products, and yield Starting materials: C(C)(C)(C)OC(NC1=CC(=C(C=C1)N)Cl)=O ((4-amino-3-chloro-phenyl) carbamic acid tert-butyl ester), O (water), 1,1-carbonyl-di-(1,2,4)-triazole, N1(CCCCC1)CCO (piperidineethanol), O1CCCC1 (tetra-hydrofuran). Solvent: ClCCl (dichloromethane), ClCCl (dichloromethane). Run at time 30 minute. Yields the product N1(CCCCC1)CCOC(NC1=C(C=C(C=C1)NC(=O)OC(C)(C)C)Cl)=O ((4-tert-butoxycarbonylamino-2-chloro-phenyl)-carbamic acid 2-piperidin-1-yl-ethyl ester). Reaction SMILES: [C:1]([O:5][C:6](=[O:16])[NH:7][C:8]1[CH:13]=[CH:12][C:11]([NH2:14])=[C:10]([Cl:15])[CH:9]=1)([CH3:4])([CH3:3])[CH3:2].[N:17]1([CH2:23][CH2:24][OH:25])[CH2:22][CH2:21][CH2:20][CH2:19][CH2:18]1.[O:26]1CCC[CH2:27]1.O>ClCCl>[N:17]1([CH2:23][CH2:24][O:25][C:27](=[O:26])[NH:14][C:11]2[CH:12]=[CH:13][C:8]([NH:7][C:6]([O:5][C:1]([CH3:4])([CH3:2])[CH3:3])=[O:16])=[CH:9][C:10]=2[Cl:15])[CH2:22][CH2:21][CH2:20][CH2:19][CH2:18]1. Reported procedure: To a suspension of 1,1-carbonyl-di-(1,2,4)-triazole (4.0 g) in dichloromethane (40 mL) is added a solution of (4-amino-3-chloro-phenyl) carbamic acid tert-butyl ester (5.0 g) in dichloromethane (45 mL) dropwise over 20 minutes. The reaction is stirred at room temperature for 30 minutes at which point a precipitate forms. To this mixture is added piperidineethanol (6.6 mL) and tetra-hydrofuran (20 mL) is added to maintain homogeneity. After heating at reflux overnight the reaction is cooled and t... Reactants: C(O)([O-])=O.[Na+] (sodium hydrogencarbonate), C(#N)C(C(C(C(=O)OC(C)(C)C)C)=O)(C)C (tert-Butyl 4-cyano-2,4-dimethyl-3-oxopentanoate), Cl (hydrochloric acid), [BH4-].[Na+] (Sodium borohydride). Solvent: CO (methanol). Conditions: temperature 0 celsius, time 10 minute. Product: C(#N)C(C(C(C(=O)OC(C)(C)C)C)O)(C)C (tert-butyl 4-cyano-2,4-dimethyl-3-hydroxypentanoate). As a reaction SMILES: [C:1]([C:3]([CH3:16])([CH3:15])[C:4](=[O:14])[CH:5]([CH3:13])[C:6]([O:8][C:9]([CH3:12])([CH3:11])[CH3:10])=[O:7])#[N:2].[BH4-].[Na+].Cl.C(=O)([O-])O.[Na+]>CO>[C:1]([C:3]([CH3:15])([CH3:16])[CH:4]([OH:14])[CH:5]([CH3:13])[C:6]([O:8][C:9]([CH3:11])([CH3:10])[CH3:12])=[O:7])#[N:2] |f:1.2,4.5|. Procedure: tert-Butyl 4-cyano-2,4-dimethyl-3-oxopentanoate (400 mg, 1.775 mmol) obtained in Example 12 was diluted with methanol (5 mL) and cooled to 0° C. Sodium borohydride (20 mg, 0.53 mmol) was added. The mixture was stirred at 0° C. for 10 min and 10% aqueous hydrochloric acid solution (0.5 mL) was added. The mixture was further stirred for 10 min. Aqueous saturated sodium hydrogencarbonate solution (2 mL) was added and the mixture was further stirred for 10 min. Product: N[C@@H]([C@@H](C)CC)C(=O)N1[C@@H](C(=O)OCC2=CC=CC=C2)CCC1.FC(F)(F)C(=O)O (H-L-Ile-D-Pro-OBzl-TFA). RXN SMILES: [NH:1](C(OC(C)(C)C)=O)[C@H:2]([C:7]([N:9]1[CH2:23][CH2:22][CH2:21][C@@H:10]1[C:11]([O:13][CH2:14][C:15]1[CH:20]=[CH:19][CH:18]=[CH:17][CH:16]=1)=[O:12])=[O:8])[C@H:3]([CH2:5][CH3:6])[CH3:4].[C:31]([OH:37])([C:33]([F:36])([F:35])[F:34])=[O:32]>>[NH2:1][C@H:2]([C:7]([N:9]1[CH2:23][CH2:22][CH2:21][C@@H:10]1[C:11]([O:13][CH2:14][C:15]1[CH:16]=[CH:17][CH:18]=[CH:19][CH:20]=1)=[O:12])=[O:8])[C@H:3]([CH2:5][CH3:6])[CH3:4].[F:34][C:33]([C:31]([OH:37])=[O:32])([F:36])[F:35] |f:2.3|. Procedure details: Boc-L-Ile-D-Pro-OBzl (21.5 g, 51.4 mmol) was dissolved in TFA (50 ml) and left with standing on ice for one hour. On completion of the reaction, TFA was removed by evaporation, and the residue was vacuum-dried to obtain H-L-Ile-D-Pro-OBzl-TFA. The compound was dissolved in DMF (100 ml), and Boc-D-Tyr(Me)-OH (16.7 g, 56.5 mmol) was then added. HBTU (29.4 g, 77 mmol), HOBt.H2O (7.87 g, 51 mmol), and triethylamine (25.2 ml, 180 mmol) were further added and stirred for 3 hours under ice-cooling. The... Reactants: N([C@@H]([C@@H](C)CC)C(=O)N1[C@@H](C(=O)OCC2=CC=CC=C2)CCC1)C(=O)OC(C)(C)C (Boc-L-Ile-D-Pro-OBzl), C(=O)(C(F)(F)F)O (TFA), C(=O)(C(F)(F)F)O (TFA). Conditions: time 1 hour. Reactants: S(=O)(=O)([O-])[O-].[Cu+2] (copper sulfate). Solvent: O (water). Product: O.O.O.O.O.S(=O)(=O)([O-])[O-].[Cu+2] (copper sulfate pentahydrate). RXN SMILES: [S:1]([O-:5])([O-:4])(=[O:3])=[O:2].[Cu+2:6]>O>[OH2:2].[OH2:2].[OH2:2].[OH2:2].[OH2:2].[S:1]([O-:5])([O-:4])(=[O:3])=[O:2].[Cu+2:6] |f:0.1,3.4.5.6.7.8.9|. Procedure: Oxides of sulfur and of nitrogen are removed from waste gases by reaction with an unsupported copper oxide powder to form copper sulfate. The resulting copper sulfate is dissolved in water to effect separation from insoluble mineral ash and dried to form solid copper sulfate pentahydrate. This solid sulfate is thermally decomposed to finely divided copper oxide powder with high specific surface area. The copper oxide powder is recycled into contact with the waste gases requiring cleanup. A reduc... Starting materials: CC1(C)CCC(C)(C)c2c1ccc(Sc1ccc3c(c1Cc1ccc(C(=O)O)cc1)C(C)(C)CCC3(C)C)c2Cc1ccc(C(=O)O)cc1, CCO, CN(C)C=O, Cl, [O-][I+3]([O-])([O-])[O-], [Na+], O. Product: CC1(C)CCC(C)(C)c2c1ccc(S(=O)c1ccc3c(c1Cc1ccc(C(=O)O)cc1)C(C)(C)CCC3(C)C)c2Cc1ccc(C(=O)O)cc1. As a reaction SMILES: [C:7](=[O:8])([OH:9])[c:10]1[cH:11][cH:12][c:13]([CH2:14][c:15]2[c:16]([S:29][c:30]3[c:31]([CH2:44][c:45]4[cH:46][cH:47][c:48]([C:51](=[O:52])[OH:53])[cH:49][cH:50]4)[c:32]4[c:37]([cH:38][cH:39]3)[C:36]([CH3:40])([CH3:41])[CH2:35][CH2:34][C:33]4([CH3:42])[CH3:43])[cH:17][cH:18][c:19]3[c:24]2[C:23]([CH3:25])([CH3:26])[CH2:22][CH2:21][C:20]3([CH3:27])[CH3:28])[cH:54][cH:55]1.[CH3:58][CH2:59][OH:60].[CH3:61][N:62]([CH3:63])[CH:64]=[O:65].[ClH:56].[I+3:1]([O-:2])([O-:3])([O-:4])[O-:5].[Na+:6].[OH2:57]>>[O:2]=[S:29]([c:16]1[c:15]([CH2:14][c:13]2[cH:12][cH:11][c:10]([C:7](=[O:8])[OH:9])[cH:55][cH:54]2)[c:24]2[c:19]([cH:18][cH:17]1)[C:20]([CH3:27])([CH3:28])[CH2:21][CH2:22][C:23]2([CH3:25])[CH3:26])[c:30]1[c:31]([CH2:44][c:45]2[cH:46][cH:47][c:48]([C:51](=[O:52])[OH:53])[cH:49][cH:50]2)[c:32]2[c:37]([cH:38][cH:39]1)[C:36]([CH3:40])([CH3:41])[CH2:35][CH2:34][C:33]2([CH3:42])[CH3:43].